From a dataset of the Open Reaction Database (ORD), a public repository of structured organic reaction records. describe an organic reaction: reactants, conditions, products, and yield Reactants: [I-].C[S+](C)C (trimethylsulfonium iodide), O1CCCC1 (tetrahydrofuran), [H-].[Na+] (sodium hydride), COC1=CC=C(CN2C3(N4C(=C(C=C(C4=O)N(C4=NC=NC=C4)CC4=CC=C(C=C4)OC)C=O)C2=O)CCCCC3)C=C1 (2′-(4-methoxybenzyl)-6′-((4-methoxybenzyl)(pyrimidin-4-yl)amino)-1′,5′-dioxo-1′,5′-dihydro-2′H-spiro[cyclohexane-1,3′-imidazo[1,5-a]pyridine]-8′-carbaldehyde). Solvent: CS(=O)C (dimethylsulfoxide), O (water), CS(=O)C (dimethylsulfoxide). Run at temperature 65 celsius, time 8 hour. Product: COC1=CC=C(CN2C3(N4C(=C(C=C(C4=O)N(C4=NC=NC=C4)CC4=CC=C(C=C4)OC)C4OC4)C2=O)CCCCC3)C=C1 (2′-(4-methoxybenzyl)-6′-((4-methoxybenzyl)(pyrimidin-4-yl)amino)-8′-(oxiran-2-yl)-2′H-spiro[cyclohexane-1,3′-imidazo[1,5-a]pyridine]-1′,5′-dione). As a reaction SMILES: [H-].[Na+].[I-].C[S+](C)C.[CH3:8][O:9][C:10]1[CH:50]=[CH:49][C:13]([CH2:14][N:15]2[C:42](=[O:43])[C:18]3=[C:19]([CH:40]=[O:41])[CH:20]=[C:21]([N:24]([CH2:31][C:32]4[CH:37]=[CH:36][C:35]([O:38][CH3:39])=[CH:34][CH:33]=4)[C:25]4[CH:30]=[CH:29][N:28]=[CH:27][N:26]=4)[C:22](=[O:23])[N:17]3[C:16]32[CH2:48][CH2:47][CH2:46][CH2:45][CH2:44]3)=[CH:12][CH:11]=1.O1CCC[CH2:52]1>CS(C)=O.O>[CH3:8][O:9][C:10]1[CH:50]=[CH:49][C:13]([CH2:14][N:15]2[C:42](=[O:43])[C:18]3=[C:19]([CH:40]4[CH2:52][O:41]4)[CH:20]=[C:21]([N:24]([CH2:31][C:32]4[CH:37]=[CH:36][C:35]([O:38][CH3:39])=[CH:34][CH:33]=4)[C:25]4[CH:30]=[CH:29][N:28]=[CH:27][N:26]=4)[C:22](=[O:23])[N:17]3[C:16]32[CH2:48][CH2:47][CH2:46][CH2:45][CH2:44]3)=[CH:12][CH:11]=1 |f:0.1,2.3|. Reported procedure: A suspension of sodium hydride (50% dispersion washed free of mineral oil, 90 mg, 1.87 mmol) in dimethylsulfoxide (2 mL) is heated to 65° C. under argon for 1 h. The oil bath is removed and to the clear solution is added tetrahydrofuran (2 mL). The solution is cooled to −15° C. and treated with a solution of trimethylsulfonium iodide (0.35 g, 1.72 mmol) in dimethylsulfoxide (2 mL). After 3 min a solution of 2′-(4-methoxybenzyl)-6′-((4-methoxybenzyl)(pyrimidin-4-yl)amino)-1′,5′-dioxo-1′,5′-dihydr... Reactants: C(CCC)[Li] (n-Butyl lithium), N1(CCC1)CCCOC1=NC=C(C=C1)Br (2-[3-(azetidin-yl)propoxy]-5-bromopyridine), C(C)(C)OB1OC(C(O1)(C)C)(C)C (2-isopropoxy-4,4,5,5-tetramethyl-1,3,2-dioxaborolane). Run in C1CCOC1 (THF). Run at temperature -78 celsius, time 1 hour. Yields the product N1(CCC1)CCCOC1=NC=C(C=C1)B1OC(C(O1)(C)C)(C)C (2-[3-(Azetidin-1-yl)propoxy]-5-(4,4,5,5-tetramethyl-1,3,2-dioxaborolan-2-yl)pyridine). The yield is 81.2%. RXN SMILES: C([Li])CCC.[N:6]1([CH2:10][CH2:11][CH2:12][O:13][C:14]2[CH:19]=[CH:18][C:17](Br)=[CH:16][N:15]=2)[CH2:9][CH2:8][CH2:7]1.C(O[B:25]1[O:29][C:28]([CH3:31])([CH3:30])[C:27]([CH3:33])([CH3:32])[O:26]1)(C)C>C1COCC1>[N:6]1([CH2:10][CH2:11][CH2:12][O:13][C:14]2[CH:19]=[CH:18][C:17]([B:25]3[O:29][C:28]([CH3:31])([CH3:30])[C:27]([CH3:33])([CH3:32])[O:26]3)=[CH:16][N:15]=2)[CH2:9][CH2:8][CH2:7]1. Reported procedure: n-Butyl lithium (4.65 mL, 11.62 mmol) was added to 2-[3-(azetidin-yl)propoxy]-5-bromopyridine (2.1 g, 7.74 mmol) and 2-isopropoxy-4,4,5,5-tetramethyl-1,3,2-dioxaborolane (2.161 g, 11.62 mmol) in THF (50 ml) at −78° C. over a period of 10 minutes and the resulting solution stirred at −78° C. for 1 h. The reaction was quenched with sat. Na2SO4 (10 mL) and the solvent removed in vacuo. The residue was dissolved in DCM (100 mL), dried over Na2SO4, filtered and evaporated to afford the desired materi... Reactants: CC(C)[C@@H](C(C)=O)NC(OC(C)(C)C)=O ((S)-tert-butyl 2-methyl-4-oxopentan-3-ylcarbamate), [BH4-].[Na+] (NaBH4), CO (MeOH). Conditions: time 1 hour. Product: OC(C(C)(C)NC(OC(C)(C)C)=O)C (tert-butyl 3-hydroxy-2-methylbutan-2-ylcarbamate). RXN SMILES: C[CH:2]([C@H:4]([NH:8][C:9](=[O:15])[O:10][C:11]([CH3:14])([CH3:13])[CH3:12])[C:5](=[O:7])[CH3:6])C.[BH4-].[Na+].[CH3:18]O>>[OH:7][CH:5]([CH3:6])[C:4]([NH:8][C:9](=[O:15])[O:10][C:11]([CH3:12])([CH3:13])[CH3:14])([CH3:2])[CH3:18] |f:1.2|. Procedure details: To a solution of (S)-tert-butyl 2-methyl-4-oxopentan-3-ylcarbamate (2.65 g, 12.31 mmol) in MeOH (30 mL) at 0° C. was added portion wise NaBH4 (0.931 g, 24.62 mmol). Cold bath was removed and the reaction was stirred for 1 hour. HCl solution (1 M, 0.3 mL) was then added cautiously to quench the reaction. The reaction mixture was then concentrated and diluted with EtOAc (50 mL) and water (10 mL). The phases were separated and the aqueous layer was extracted with EtOAc (2×20 mL). The combined organ... Reactants: C(C)(=O)OCC (Ethyl acetate), C1(=CC=CC=C1)NC(C1=CC=C(C=C1)OCCCCCCCCCCCCCC)=O (N-Phenyl-4-(tetradecyloxy)benzamide), solution, [H-].[Al+3].[Li+].[H-].[H-].[H-] (lithium aluminum hydride), [OH-].[Na+] (sodium hydroxide). Solvent: O1CCCC1 (tetrahydrofuran), O1CCCC1 (tetrahydrofuran). Run at time 1 hour. The product is C1(=CC=CC=C1)NCC1=CC=C(C=C1)OCCCCCCCCCCCCCC (N-Phenyl-4-(tetradecyloxy)benzenemethanamine). Isolated yield 83.3%. RXN SMILES: [C:1]1([NH:7][C:8](=O)[C:9]2[CH:14]=[CH:13][C:12]([O:15][CH2:16][CH2:17][CH2:18][CH2:19][CH2:20][CH2:21][CH2:22][CH2:23][CH2:24][CH2:25][CH2:26][CH2:27][CH2:28][CH3:29])=[CH:11][CH:10]=2)[CH:6]=[CH:5][CH:4]=[CH:3][CH:2]=1.[H-].[Al+3].[Li+].[H-].[H-].[H-].C(OCC)(=O)C.[OH-].[Na+]>O1CCCC1>[C:1]1([NH:7][CH2:8][C:9]2[CH:10]=[CH:11][C:12]([O:15][CH2:16][CH2:17][CH2:18][CH2:19][CH2:20][CH2:21][CH2:22][CH2:23][CH2:24][CH2:25][CH2:26][CH2:27][CH2:28][CH3:29])=[CH:13][CH:14]=2)[CH:2]=[CH:3][CH:4]=[CH:5][CH:6]=1 |f:1.2.3.4.5.6,8.9|. Procedure: To a 0° C. suspension of 21.0 g of product from Example 144 in 200 ml of dry tetrahydrofuran is added, dropwise over 30 minutes, 51.27 ml of 1M solution of lithium aluminum hydride in tetrahydrofuran. The reaction is stirred at room temperature for 1 hour, heated at reflux temperature for 2 hours and stirred overnight at room temperature. Ethyl acetate is added followed by concentrated sodium hydroxide. The reaction is filtered, concentrated in vacuo and the residue is recrystallized from hexane... Starting materials: COC(=O)C1CCc2cc(C(=O)c3ccccc3)c(O)cc21, CO, [Na+], [OH-]. The product is O=C(c1ccccc1)c1cc2c(cc1O)C(C(=O)O)CC2. Reaction SMILES: [CH3:1][O:2][C:3](=[O:4])[CH:5]1[CH2:6][CH2:7][c:8]2[cH:9][c:10]([C:15]([c:16]3[cH:17][cH:18][cH:19][cH:20][cH:21]3)=[O:22])[c:11]([OH:14])[cH:12][c:13]21.[CH3:25][OH:26].[Na+:24].[OH-:23]>>[O:2]=[C:3]([OH:4])[CH:5]1[CH2:6][CH2:7][c:8]2[cH:9][c:10]([C:15]([c:16]3[cH:17][cH:18][cH:19][cH:20][cH:21]3)=[O:22])[c:11]([OH:14])[cH:12][c:13]21. Reactants: [BH4-], [BH4-], CCOC(C)=O, CCOC(=O)C(CCCCNC(=O)OCc1ccccc1)NC(=S)NC(C)(C)C, CCO, [Cl-], ClCCl, [Li+], [Na+], C1CCOC1. Product: CC(C)(C)NC(=S)NC(CO)CCCCNC(=O)OCc1ccccc1. Reaction SMILES: [BH4-:34].[BH4-:3].[C:43]([O:44][CH2:45][CH3:46])(=[O:47])[CH3:48].[CH2:5]([c:6]1[cH:7][cH:8][cH:9][cH:10][cH:11]1)[O:12][C:13](=[O:14])[NH:15][CH2:16][CH2:17][CH2:18][CH2:19][CH:20]([C:21](=[O:22])[O:23][CH2:24][CH3:25])[NH:26][C:27](=[S:28])[NH:29][C:30]([CH3:31])([CH3:32])[CH3:33].[CH3:35][CH2:36][OH:37].[Cl-:2].[Cl:49][CH2:50][Cl:51].[Li+:1].[Na+:4].[O:38]1[CH2:39][CH2:40][CH2:41][CH2:42]1>>[CH2:5]([c:6]1[cH:7][cH:8][cH:9][cH:10][cH:11]1)[O:12][C:13](=[O:14])[NH:15][CH2:16][CH2:17][CH2:18][CH2:19][CH:20]([CH2:21][OH:22])[NH:26][C:27](=[S:28])[NH:29][C:30]([CH3:31])([CH3:32])[CH3:33].